The task is: describe an organic reaction: reactants, conditions, products, and yield. This data is from the Open Reaction Database (ORD), a public repository of structured organic reaction records. The reactants are CON(C(C1=C(C=C(C=C1)C(F)(F)F)[N+](=O)[O-])=O)C (N-Methoxy-N-methyl-2-nitro-4-trifluoromethyl-benzamide). Reagents/catalysts: [Pd] (Pd/C). Product: NC1=C(C(=O)N(C)OC)C=CC(=C1)C(F)(F)F (2-amino-N-methoxy-N-methyl-4-trifluoromethyl-benzamide). Reaction SMILES: [CH3:1][O:2][N:3]([CH3:19])[C:4](=[O:18])[C:5]1[CH:10]=[CH:9][C:8]([C:11]([F:14])([F:13])[F:12])=[CH:7][C:6]=1[N+:15]([O-])=O>[Pd]>[NH2:15][C:6]1[CH:7]=[C:8]([C:11]([F:12])([F:13])[F:14])[CH:9]=[CH:10][C:5]=1[C:4]([N:3]([O:2][CH3:1])[CH3:19])=[O:18]. Procedure details: N-Methoxy-N-methyl-2-nitro-4-trifluoromethyl-benzamide (2.54 g, 9.12 mmol) was reacted with Pd/C (441 mg) under hydrogen atmosphere as described above to yield title compound. Yields the product COC(=O)Cc1ccc2c(c1)C(=NCCN(C)C)c1ccccc1CO2. Reaction SMILES: [C:28](=[O:29])([OH:30])[O-:31].[CH3:22][N:23]([CH2:24][CH2:25][NH2:26])[CH3:27].[Cl-:39].[Cl-:40].[Cl-:41].[Cl-:42].[Na+:32].[O:1]=[C:2]1[c:3]2[c:4]([cH:13][cH:14][c:15]([CH2:17][C:18](=[O:19])[O:20][CH3:21])[cH:16]2)[O:5][CH2:6][c:7]2[c:8]1[cH:9][cH:10][cH:11][cH:12]2.[Ti+4:43].[cH:33]1[cH:34][cH:35][cH:36][cH:37][cH:38]1>>[C:2]1(=[N:26][CH2:25][CH2:24][N:23]([CH3:22])[CH3:27])[c:3]2[c:4]([cH:13][cH:14][c:15]([CH2:17][C:18](=[O:19])[O:20][CH3:21])[cH:16]2)[O:5][CH2:6][c:7]2[c:8]1[cH:9][cH:10][cH:11][cH:12]2. The reactants are O=C([O-])O, CN(C)CCN, [Cl-], [Cl-], [Cl-], [Cl-], [Na+], COC(=O)Cc1ccc2c(c1)C(=O)c1ccccc1CO2, [Ti+4], c1ccccc1. Starting materials: CC(C)(C)OC(=O)c1ccc(-n2c3ccccc3c3c(-c4ccc(C#N)nc4)cccc32)cc1NCCF, Cl, C1COCCO1. The product is N#Cc1ccc(-c2cccc3c2c2ccccc2n3-c2ccc(C(=O)O)c(NCCF)c2)cn1. As a reaction SMILES: [C:2](#[N:3])[c:4]1[cH:5][cH:6][c:7](-[c:10]2[cH:11][cH:12][cH:13][c:14]3[n:15](-[c:23]4[cH:24][c:25]([NH:36][CH2:37][CH2:38][F:39])[c:26]([C:27](=[O:28])[O:29][C:30]([CH3:31])([CH3:32])[CH3:33])[cH:34][cH:35]4)[c:16]4[cH:17][cH:18][cH:19][cH:20][c:21]4[c:22]23)[cH:8][n:9]1.[ClH:1].[O:40]1[CH2:41][CH2:42][O:43][CH2:44][CH2:45]1>>[C:2](#[N:3])[c:4]1[cH:5][cH:6][c:7](-[c:10]2[cH:11][cH:12][cH:13][c:14]3[n:15](-[c:23]4[cH:24][c:25]([NH:36][CH2:37][CH2:38][F:39])[c:26]([C:27](=[O:28])[OH:29])[cH:34][cH:35]4)[c:16]4[cH:17][cH:18][cH:19][cH:20][c:21]4[c:22]23)[cH:8][n:9]1. Reactants: C=CCOC(=O)N1CC(SC(C)=O)CC1CC#N, C[O-], CCOC(C)=O, CO, ClC(c1ccccc1)(c1ccccc1)c1ccccc1, [Na+], C1CCOC1, O. Yields the product C=CCOC(=O)N1CC(SC(c2ccccc2)(c2ccccc2)c2ccccc2)CC1CC#N. RXN SMILES: [C:1](=[O:2])([CH3:3])[S:4][CH:5]1[CH2:6][CH:7]([CH2:16][C:17]#[N:18])[N:8]([C:10](=[O:11])[O:12][CH2:13][CH:14]=[CH2:15])[CH2:9]1.[CH3:19][O-:20].[CH3:42][CH2:43][O:44][C:45](=[O:46])[CH3:47].[CH3:53][OH:54].[Cl:22][C:23]([c:24]1[cH:25][cH:26][cH:27][cH:28][cH:29]1)([c:30]1[cH:31][cH:32][cH:33][cH:34][cH:35]1)[c:36]1[cH:37][cH:38][cH:39][cH:40][cH:41]1.[Na+:21].[O:48]1[CH2:49][CH2:50][CH2:51][CH2:52]1.[OH2:55]>>[S:4]([CH:5]1[CH2:6][CH:7]([CH2:16][C:17]#[N:18])[N:8]([C:10](=[O:11])[O:12][CH2:13][CH:14]=[CH2:15])[CH2:9]1)[C:23]([c:24]1[cH:25][cH:26][cH:27][cH:28][cH:29]1)([c:30]1[cH:31][cH:32][cH:33][cH:34][cH:35]1)[c:36]1[cH:37][cH:38][cH:39][cH:40][cH:41]1. The reactants are BrC1CCCC1 (bromocyclopentane), [N+](=O)([O-])C1=C(C=CC=C1)O (o-nitrophenol). The product is C1(CCCC1)OC1=C(C=CC=C1)[N+](=O)[O-] (2-cyclopentoxynitrobenzene). RXN SMILES: Br[CH:2]1[CH2:6][CH2:5][CH2:4][CH2:3]1.[N+:7]([C:10]1[CH:15]=[CH:14][CH:13]=[CH:12][C:11]=1[OH:16])([O-:9])=[O:8]>>[CH:2]1([O:16][C:11]2[CH:12]=[CH:13][CH:14]=[CH:15][C:10]=2[N+:7]([O-:9])=[O:8])[CH2:6][CH2:5][CH2:4][CH2:3]1. Reported procedure: In a similar manner as in Example 1, bromocyclopentane was reacted with o-nitrophenol to yield 2-cyclopentoxynitrobenzene; which was reduced to the corresponding aniline; then reacted with N-methylol-5-methylpyrrolidone to form the corresponding N-5-methyl-N-methylenepyrrolidonyl derivative; which was acylated with chloroacetyl chloride to form the desired product. The reactants are COC=1C=C2C(=NC(=NC2=CC1OC)C1=CC=C(C=C1)F)C(=O)O (6,7-dimethoxy-2-(4-fluorophenyl)quinazoline-4-carboxylic acid), Cl.FC=1C=C2CCNCC2=CC1 (6-fluoro-1,2,3,4-tetrahydroisoquinoline hydrochloride). The product is COC=1C=C2C(=NC(=NC2=CC1OC)C1=CC=C(C=C1)F)C(=O)N1CC2=CC=C(C=C2CC1)F (2-[[6,7-dimethoxy-2-(4-fluorophenyl)quinazolin-4-yl]carbonyl]-6-fluoro-1,2,3,4-tetrahydroisoquinoline). Yield: 17.9%. Reaction SMILES: [CH3:1][O:2][C:3]1[CH:4]=[C:5]2[C:10](=[CH:11][C:12]=1[O:13][CH3:14])[N:9]=[C:8]([C:15]1[CH:20]=[CH:19][C:18]([F:21])=[CH:17][CH:16]=1)[N:7]=[C:6]2[C:22](O)=[O:23].Cl.[F:26][C:27]1[CH:28]=[C:29]2[C:34](=[CH:35][CH:36]=1)[CH2:33][NH:32][CH2:31][CH2:30]2>>[CH3:1][O:2][C:3]1[CH:4]=[C:5]2[C:10](=[CH:11][C:12]=1[O:13][CH3:14])[N:9]=[C:8]([C:15]1[CH:20]=[CH:19][C:18]([F:21])=[CH:17][CH:16]=1)[N:7]=[C:6]2[C:22]([N:32]1[CH2:31][CH2:30][C:29]2[C:34](=[CH:35][CH:36]=[C:27]([F:26])[CH:28]=2)[CH2:33]1)=[O:23] |f:1.2|. Reported procedure: Reaction of 6,7-dimethoxy-2-(4-fluorophenyl)quinazoline-4-carboxylic acid with 6-fluoro-1,2,3,4-tetrahydroisoquinoline hydrochloride gave compound 114 (17.9% yield). 1H NMR (400 MHz, DMSO-d6) δ 2.84 and 3.09 (2t, 2H), 3.50-4.06 (m, 8H), 4.47 and 4.98 (2s, 2H), 6.94-7.43 (m, 5H), 7.52-7.55 (2s, 1H), 7.59-7.65 (m, 1H), 8.13-8.21 (m, 1H), 8.30-8.35 (m, 1H); 19F (376 MHz, DMSO-d6) δ −113.0, −116.1, −116.3; MS (ESI) m/z 462 ([M+H]+). Starting materials: [H][H] (hydrogen), [H][H] (hydrogen), C(C1=CC=CC=C1)OC1=C(C=C(C(=C1)OCCCCCC(C)(C#N)C)CC)C1=CC=C(C=C1)F (1-(benzyloxy)-4-ethyl-2-(4-fluorophenyl)-5-[(6-methyl-6-cyanoheptyl)oxy]-benzene). The reagents and catalysts are [Pt]=O (platinum oxide), catalyst. Run in C(C)O (ethanol), C(C)O (ethanol). Run at time 20 hour. Product: C(C)C1=CC(=C(C=C1OCCCCCC(CN)(C)C)O)C1=CC=C(C=C1)F (4-ethyl-2-(4-fluorophenyl)-5-[(6,6-dimethyl-7-aminoheptyl)oxy]phenol). The yield is 120.5%. As a reaction SMILES: C([O:8][C:9]1[CH:14]=[C:13]([O:15][CH2:16][CH2:17][CH2:18][CH2:19][CH2:20][C:21]([CH3:25])([C:23]#[N:24])[CH3:22])[C:12]([CH2:26][CH3:27])=[CH:11][C:10]=1[C:28]1[CH:33]=[CH:32][C:31]([F:34])=[CH:30][CH:29]=1)C1C=CC=CC=1.[H][H]>C(O)C.[Pt]=O>[CH2:26]([C:12]1[C:13]([O:15][CH2:16][CH2:17][CH2:18][CH2:19][CH2:20][C:21]([CH3:25])([CH3:22])[CH2:23][NH2:24])=[CH:14][C:9]([OH:8])=[C:10]([C:28]2[CH:33]=[CH:32][C:31]([F:34])=[CH:30][CH:29]=2)[CH:11]=1)[CH3:27]. Procedure: 1-(benzyloxy)-4-ethyl-2-(4-fluorophenyl)-5-[(6-methyl-6-cyanoheptyl)oxy]-benzene (485 mg) was dissolved in ethanol (15 mL) and added to a solution of platinum oxide (20 mg) in 10 mL ethanol in a Parr bottle. The bottle was pressurized to 55 psi with hydrogen and shaken for 20 hours. Additional catalyst (120 mg) was added and bottle shaken at 55 psi of hydrogen for an additional 18 hours. The solution was filtered through Celite and concentrated under vacuum to afford crude 4-ethyl-2-(4-fluorophe... Reactants: COC=1C=C(C(=O)NC2=CC(=C(OCCNC(OC(Cl)(Cl)Cl)=O)C=C2)C2=CC=NN2C)C=CC1 (Trichloromethyl 2-(4-(3-methoxybenzamido)-2-(1-methyl-1H-pyrazol-5-yl)phenoxy)ethylcarbamate), CN(CCO)C (2-(dimethylamino)ethanol), [O-2].[Mg+2] (magnesium oxide). Run in C(C)(=O)OCC (ethyl acetate). Run at temperature 22 celsius, time 3 hour. The product is CN(CCOC(NCCOC1=C(C=C(C=C1)NC(C1=CC(=CC=C1)OC)=O)C=1N(N=CC1)C)=O)C ({2-[4-(3-Methoxy-benzoylamino)-2-(2-methyl-2H-pyrazol-3-yl)-phenoxy]-ethyl}-carbamic acid 2-dimethylamino-ethyl ester). The yield is 31.3%. RXN SMILES: [CH3:1][O:2][C:3]1[CH:4]=[C:5]([CH:32]=[CH:33][CH:34]=1)[C:6]([NH:8][C:9]1[CH:25]=[CH:24][C:12]([O:13][CH2:14][CH2:15][NH:16][C:17](=[O:23])[O:18][C:19](Cl)(Cl)Cl)=[C:11]([C:26]2[N:30]([CH3:31])[N:29]=[CH:28][CH:27]=2)[CH:10]=1)=[O:7].[CH3:35][N:36]([CH3:40])[CH2:37]CO.[O-2].[Mg+2]>C(OCC)(=O)C>[CH3:35][N:36]([CH3:40])[CH2:37][CH2:19][O:18][C:17](=[O:23])[NH:16][CH2:15][CH2:14][O:13][C:12]1[CH:24]=[CH:25][C:9]([NH:8][C:6](=[O:7])[C:5]2[CH:32]=[CH:33][CH:34]=[C:3]([O:2][CH3:1])[CH:4]=2)=[CH:10][C:11]=1[C:26]1[N:30]([CH3:31])[N:29]=[CH:28][CH:27]=1 |f:2.3|. Procedure details: Trichloromethyl 2-(4-(3-methoxybenzamido)-2-(1-methyl-1H-pyrazol-5-yl)phenoxy)ethylcarbamate (50.0 g, 94.74 mmol), 2-(dimethylamino)ethanol (14.50 g, 1.1 eq) and magnesium oxide (1.067 mL, 1.0 eq) were taken up in 2 mL of ethyl acetate in a round bottomed flask and stirred at 22° C. for 3 hr. The magnesium oxide was filtered off. The solvent was then evaporated and it was purified by HPLC. The proper fractions were collected and lyophilized to afford the title compound as a white solid in 31.3% ... Reactants: Cl.NCC(=O)OCC (ethyl aminoacetate hydrochloride), C([O-])([O-])=O.[Cs+].[Cs+] (cesium carbonate), CS(=O)(=O)OCC1=CC=C(C=C1)C1=C(C2=C(N(N=N2)CC2CC2)C=C1)C(F)(F)F (4-[1-(Cyclopropylmethyl)-4-(trifluoromethyl)-1H-benzotriazol-5-yl]benzyl methanesulfonate). Reagents/catalysts: [I-].C(CCC)[N+](CCCC)(CCCC)CCCC (tetra-n-butylammonium iodide). Solvent: C(C)#N (acetonitrile), C(C)(=O)OCC (ethyl acetate). Reaction conditions: time 2 hour. The product is C1(CC1)CN1N=NC2=C1C=CC(=C2C(F)(F)F)C2=CC=C(CNCC(=O)OCC)C=C2 (ethyl N-{4-[1-(cyclopropylmethyl)-4-(trifluoromethyl)-1H-benzotriazol-5-yl]benzyl}glycinate). Reaction SMILES: CS(O[CH2:6][C:7]1[CH:12]=[CH:11][C:10]([C:13]2[CH:25]=[CH:24][C:16]3[N:17]([CH2:20][CH:21]4[CH2:23][CH2:22]4)[N:18]=[N:19][C:15]=3[C:14]=2[C:26]([F:29])([F:28])[F:27])=[CH:9][CH:8]=1)(=O)=O.Cl.[NH2:31][CH2:32][C:33]([O:35][CH2:36][CH3:37])=[O:34].C(=O)([O-])[O-].[Cs+].[Cs+]>C(#N)C.[I-].C([N+](CCCC)(CCCC)CCCC)CCC.C(OCC)(=O)C>[CH:21]1([CH2:20][N:17]2[C:16]3[CH:24]=[CH:25][C:13]([C:10]4[CH:11]=[CH:12][C:7]([CH2:6][NH:31][CH2:32][C:33]([O:35][CH2:36][CH3:37])=[O:34])=[CH:8][CH:9]=4)=[C:14]([C:26]([F:29])([F:27])[F:28])[C:15]=3[N:19]=[N:18]2)[CH2:23][CH2:22]1 |f:1.2,3.4.5,7.8|. Procedure details: 4-[1-(Cyclopropylmethyl)-4-(trifluoromethyl)-1H-benzotriazol-5-yl]benzyl methanesulfonate (0.12 mg, 0.28 mmol) was dissolved in acetonitrile (2.8 mL) and treated the mixture with ethyl aminoacetate hydrochloride (150 mg, 1.1 mmol), cesium carbonate (270 mg, 0.824 mmol) and tetra-n-butylammonium iodide (51 mg, 0.14 mmol). The mixture was placed into an oil bath preheated to 85° C. and stirred for 2 h, at which time the mixture was cooled to ambient temperature, diluted with ethyl acetate and wash...